Dataset: the Open Reaction Database (ORD), a public repository of structured organic reaction records. Task: describe an organic reaction: reactants, conditions, products, and yield Starting materials: CC(=O)OC1OC(COC(=O)c2ccccc2)C(OC(=O)c2ccccc2)C1OC(=O)c1ccccc1, CC1=N[SiH](C)[Si](C)(C)C(C)=C1C, Cc1cc(=O)[nH]c(=O)[nH]1, Cc1cc(O[Si](C)(C)C)nc(O[Si](C)(C)C)n1, C[Si](C)(C)OS(=O)(=O)C(F)(F)F, CC#N, Cc1ccccc1, [NH4+], [NH4+], O=S(=O)([O-])[O-]. Product: Cc1cc(=O)[nH]c(=O)n1C1OC(COC(=O)c2ccccc2)C(OC(=O)c2ccccc2)C1OC(=O)c1ccccc1. As a reaction SMILES: [C:46]([O:47][CH:50]1[CH:51]([O:52][C:53]([c:54]2[cH:55][cH:56][cH:57][cH:58][cH:59]2)=[O:60])[CH:61]([O:62][C:63]([c:64]2[cH:65][cH:66][cH:67][cH:68][cH:69]2)=[O:70])[CH:71]([CH2:73][O:74][C:75]([c:76]2[cH:77][cH:78][cH:79][cH:80][cH:81]2)=[O:82])[O:72]1)(=[O:48])[CH3:49].[CH3:10][Si:11]1([CH3:12])[C:13]([CH3:14])=[C:15]([CH3:16])[C:17]([CH3:18])=[N:19][SiH:20]1[CH3:21].[CH3:1][c:2]1[cH:3][c:4](=[O:9])[nH:5][c:6](=[O:8])[nH:7]1.[CH3:29][Si:30]([CH3:31])([CH3:32])[O:33][c:34]1[n:35][c:36]([O:37][Si:38]([CH3:39])([CH3:40])[CH3:41])[cH:42][c:43]([CH3:44])[n:45]1.[CH3:83][Si:84]([O:85][S:86]([C:87]([F:88])([F:89])[F:90])(=[O:91])=[O:92])([CH3:93])[CH3:94].[CH3:95][C:96]#[N:97].[CH3:98][c:99]1[cH:100][cH:101][cH:102][cH:103][cH:104]1.[NH4+:22].[NH4+:23].[O-:24][S:25](=[O:26])(=[O:27])[O-:28]>>[CH3:1][c:2]1[cH:3][c:4](=[O:9])[nH:5][c:6](=[O:8])[n:7]1[CH:50]1[CH:51]([O:52][C:53]([c:54]2[cH:55][cH:56][cH:57][cH:58][cH:59]2)=[O:60])[CH:61]([O:62][C:63]([c:64]2[cH:65][cH:66][cH:67][cH:68][cH:69]2)=[O:70])[CH:71]([CH2:73][O:74][C:75]([c:76]2[cH:77][cH:78][cH:79][cH:80][cH:81]2)=[O:82])[O:72]1. Reactants: FC1=CC=C(C=C1)C1=CC(=C(C=C1)[N+](=O)[O-])NC(=O)N1CC(C1)CNC(OC(C)(C)C)=O (tert-butyl (1-(4′-fluoro-4-nitrobiphenyl-3-ylcarbamoyl)azetidin-3-yl)methylcarbamate), C(=O)(C(F)(F)F)O (TFA). The solvent is C(Cl)Cl (DCM). Run at time 2 hour. Yields the product NCC1CN(C1)C(=O)NC=1C=C(C=CC1[N+](=O)[O-])C1=CC=C(C=C1)F (3-(aminomethyl)-N-(4′-fluoro-4-nitro-[1,1′-biphenyl]-3-yl)azetidine-1-carboxamide). Isolated yield 103.3%. As a reaction SMILES: [F:1][C:2]1[CH:7]=[CH:6][C:5]([C:8]2[CH:13]=[CH:12][C:11]([N+:14]([O-:16])=[O:15])=[C:10]([NH:17][C:18]([N:20]3[CH2:23][CH:22]([CH2:24][NH:25]C(=O)OC(C)(C)C)[CH2:21]3)=[O:19])[CH:9]=2)=[CH:4][CH:3]=1.C(O)(C(F)(F)F)=O>C(Cl)Cl>[NH2:25][CH2:24][CH:22]1[CH2:21][N:20]([C:18]([NH:17][C:10]2[CH:9]=[C:8]([C:5]3[CH:4]=[CH:3][C:2]([F:1])=[CH:7][CH:6]=3)[CH:13]=[CH:12][C:11]=2[N+:14]([O-:16])=[O:15])=[O:19])[CH2:23]1. Procedure details: To a solution of tert-butyl (1-(4′-fluoro-4-nitrobiphenyl-3-ylcarbamoyl)azetidin-3-yl)methylcarbamate (2.0 g, 4.5 mmol) in DCM (60 mL) was added TFA (8 mL, 104 mmol) at 0° C. The reaction was warmed to room temperature and stirred for 2 h. The reaction was then concentrated under reduced pressure. The residue was basified with a saturated aqueous solution of NaHCO3 and extracted with a 15% MeOH in DCM. The organic layer was dried over Na2SO4 and concentrated to afford 3-(aminomethyl)-N-(4′-fluor... The reactants are O=C(OC(Cl)(Cl)Cl)OC(Cl)(Cl)Cl, ClCCl, CC(C)(C)OC(=O)N1CCNCC1, c1ccncc1. Yields the product CC(C)(C)OC(=O)N1CCN(C(=O)Cl)CC1. RXN SMILES: [Cl:1][C:2]([Cl:3])([O:4][C:5](=[O:6])[O:7][C:8]([Cl:9])([Cl:10])[Cl:11])[Cl:12].[Cl:32][CH2:33][Cl:34].[N:13]1([C:19](=[O:20])[O:21][C:22]([CH3:23])([CH3:24])[CH3:25])[CH2:14][CH2:15][NH:16][CH2:17][CH2:18]1.[cH:26]1[cH:27][cH:28][n:29][cH:30][cH:31]1>>[Cl:1][C:2](=[O:4])[N:16]1[CH2:15][CH2:14][N:13]([C:19](=[O:20])[O:21][C:22]([CH3:23])([CH3:24])[CH3:25])[CH2:18][CH2:17]1. Reactants: C(CC(O)(C(=O)O)CC(=O)O)(=O)O (citric acid), BrC1=CC(=C(C(=O)OCC2=CC=CC=C2)C=C1)C (benzyl 4-bromo-2-methylbenzoate), CC1(OB(OC1(C)C)C1=C(C=CC=C1)O)C (2-(4,4,5,5-tetramethyl-1,3,2-dioxaborolane-2-yl)phenol), O.P(=O)([O-])([O-])[O-].[K+].[K+].[K+] (tripotassium phosphate hydrate). Reagents/catalysts: C1(=CC=CC=C1)P([C-]1C=CC=C1)C1=CC=CC=C1.[C-]1(C=CC=C1)P(C1=CC=CC=C1)C1=CC=CC=C1.[Fe+2] (1,1′-bis(diphenylphosphino)ferrocene). The solvent is ClCCl (dichloromethane), O1CCOCC1 (1,4-dioxane). Conditions: temperature 80 celsius, time 8 hour. Yields the product OC1=C(C=CC=C1)C1=CC(=C(C=C1)C(=O)OCC1=CC=CC=C1)C (benzyl 2′-hydroxy-3-methylbiphenyl-4-carboxylate). As a reaction SMILES: Br[C:2]1[CH:17]=[CH:16][C:5]([C:6]([O:8][CH2:9][C:10]2[CH:15]=[CH:14][CH:13]=[CH:12][CH:11]=2)=[O:7])=[C:4]([CH3:18])[CH:3]=1.CC1(C)C(C)(C)OB([C:27]2[CH:32]=[CH:31][CH:30]=[CH:29][C:28]=2[OH:33])O1.O.P([O-])([O-])([O-])=O.[K+].[K+].[K+].C(O)(=O)CC(CC(O)=O)(C(O)=O)O>C1(P(C2C=CC=CC=2)[C-]2C=CC=C2)C=CC=CC=1.[C-]1(P(C2C=CC=CC=2)C2C=CC=CC=2)C=CC=C1.[Fe+2].ClCCl.O1CCOCC1>[OH:33][C:28]1[CH:29]=[CH:30][CH:31]=[CH:32][C:27]=1[C:2]1[CH:17]=[CH:16][C:5]([C:6]([O:8][CH2:9][C:10]2[CH:15]=[CH:14][CH:13]=[CH:12][CH:11]=2)=[O:7])=[C:4]([CH3:18])[CH:3]=1 |f:2.3.4.5.6,8.9.10|. Procedure details: To a 1,4-dioxane solution (99 ml) of benzyl 4-bromo-2-methylbenzoate (6.63 g) were added at room temperature 2-(4,4,5,5-tetramethyl-1,3,2-dioxaborolane-2-yl)phenol (4.86 ml), tripotassium phosphate hydrate (16.8 g), a [1,1′-bis(diphenylphosphino)ferrocene]dichloropalladium-dichloromethane complex (860 mg) and 1,1′-bis(diphenylphosphino)ferrocene (584 mg), followed by stirring at 80° C. for 8 hours. After the reaction solution was brought back to room temperature, a 10% aqueous citric acid soluti... Reported procedure: Sodium borohydride (0.110 g) was added, at 0° C. and under nitrogen atmosphere, to a solution of 1.35 g of 9-acetoxy-3-formyl-spiro[5.5]undecane (IV) in 50 ml of methanol. After 2 hrs, 10 ml. of a saturated aqueous ammonium chloride solution were added and the resulting mixture evaporated under reduced pressure. The residue, dissolved in 150 ml. of ethyl acetate, was washed with water to neutral pH; the organic layer, dried over anhydrous sodium sulfate, was evaporated under reduced pressure to ... The product is OCC1CCC2(CCC(CC2)OC(C)=O)CC1 (9-hydroxymethyl-3-acetoxy-spiro[5.5]undecane). Reaction SMILES: [BH4-].[Na+].[C:3]([O:6][CH:7]1[CH2:19][CH2:18][C:10]2([CH2:15][CH2:14][CH:13]([CH:16]=[O:17])[CH2:12][CH2:11]2)[CH2:9][CH2:8]1)(=[O:5])[CH3:4].[Cl-].[NH4+]>CO>[OH:17][CH2:16][CH:13]1[CH2:12][CH2:11][C:10]2([CH2:9][CH2:8][CH:7]([O:6][C:3](=[O:5])[CH3:4])[CH2:19][CH2:18]2)[CH2:15][CH2:14]1 |f:0.1,3.4|. The yield is 110.2%. Run at time 2 hour. Reactants: [BH4-].[Na+] (Sodium borohydride), C(C)(=O)OC1CCC2(CCC(CC2)C=O)CC1 (9-acetoxy-3-formyl-spiro[5.5]undecane), [Cl-].[NH4+] (ammonium chloride). Run in CO (methanol).